Dataset: the Open Reaction Database (ORD), a public repository of structured organic reaction records. Task: describe an organic reaction: reactants, conditions, products, and yield Starting materials: C=CCNCC=C, CC(=O)OC(C)=O, Cl, O, c1ccncc1. The product is C=CCN(CC=C)C(C)=O. As a reaction SMILES: [CH2:2]([CH:3]=[CH2:4])[NH:5][CH2:6][CH:7]=[CH2:8].[CH3:9][C:10](=[O:11])[O:12][C:13](=[O:14])[CH3:15].[ClH:1].[OH2:16].[cH:17]1[cH:18][cH:19][n:20][cH:21][cH:22]1>>[CH2:2]([CH:3]=[CH2:4])[N:5]([CH2:6][CH:7]=[CH2:8])[C:10]([CH3:9])=[O:11]. The reactants are C(C)(C)(C)OC(=O)NCCC(=O)N[C@H]1C(N(C2=C(CC1)C=CC=C2)CC2=CC=C(C=C2)C2=C(C=CC=C2)C2=NN=NN2C(C2=CC=CC=C2)(C2=CC=CC=C2)C2=CC=CC=C2)=O (3-t-Butoxycarbonylamino-N-[2,3,4,5-tetrahydro-2-oxo-1-[[2'-[N-(triphenylmethyl)-1H-tetrazol-5-yl][1,1'-biphenyl]-4-yl]methyl]-1H-1-benzazepin-3(R)-yl]-propanamide). The reagents and catalysts are [OH-].[OH-].[Pd+2] (Pd(OH)2 on carbon). Run in CO (methanol). Yields the product C(C)(C)(C)OC(=O)NCCC(=O)NC1C(N(C2=C(CC1)C=CC=C2)CC2=CC=C(C=C2)C2=C(C=CC=C2)C2=NN=NN2)=O (3-t-Butoxycarbonylamino-N-[2,3,4,5-tetrahydro-2-oxo- 1-[[2'-(1H-tetrazol-5-yl)[1,1'-biphenyl]-4-yl]methyl]-1H-1-benzazepin-3-yl]-propanamide). Isolated yield 61.1%. RXN SMILES: [C:1]([O:5][C:6]([NH:8][CH2:9][CH2:10][C:11]([NH:13][C@@H:14]1[CH2:20][CH2:19][C:18]2[CH:21]=[CH:22][CH:23]=[CH:24][C:17]=2[N:16]([CH2:25][C:26]2[CH:31]=[CH:30][C:29]([C:32]3[CH:37]=[CH:36][CH:35]=[CH:34][C:33]=3[C:38]3[N:42](C(C4C=CC=CC=4)(C4C=CC=CC=4)C4C=CC=CC=4)[N:41]=[N:40][N:39]=3)=[CH:28][CH:27]=2)[C:15]1=[O:62])=[O:12])=[O:7])([CH3:4])([CH3:3])[CH3:2]>CO.[OH-].[OH-].[Pd+2]>[C:1]([O:5][C:6]([NH:8][CH2:9][CH2:10][C:11]([NH:13][CH:14]1[CH2:20][CH2:19][C:18]2[CH:21]=[CH:22][CH:23]=[CH:24][C:17]=2[N:16]([CH2:25][C:26]2[CH:27]=[CH:28][C:29]([C:32]3[CH:37]=[CH:36][CH:35]=[CH:34][C:33]=3[C:38]3[NH:42][N:41]=[N:40][N:39]=3)=[CH:30][CH:31]=2)[C:15]1=[O:62])=[O:12])=[O:7])([CH3:4])([CH3:2])[CH3:3] |f:2.3.4|. Reported procedure: The intermediate obtained in Step B (150 mg, 0.18 mmol) dissolved in 5 mL methanol was hydrogenated over 30 mg of Pd(OH)2 on carbon at one atmosphere for 2 hours. The mixture was filtered through Celite and the filtrate concentrated under vacuum. The residue was purified by medium pressure liquid chromatography on silica, eluting with ethyl acetate/acetonitrile/methanol (9:1:1) to afford 62 mg (0.11 mmol, 59%) of the product as a colorless glass. 1H NMR (200 MHz, CD3OD): 1.39 (s,9H), 2.0-2.5 (m,... Starting materials: CC(C)(C)OC(=O)N1CCC2(CCNCC2)C1, C1COCCO1, CCN(C(C)C)C(C)C, Clc1ncccn1. The product is CC(C)(C)OC(=O)N1CCC2(CCN(c3ncccn3)CC2)C1. RXN SMILES: [CH2:1]1[N:2]([C:11](=[O:12])[O:13][C:14]([CH3:15])([CH3:16])[CH3:17])[CH2:3][CH2:4][C:5]12[CH2:6][CH2:7][NH:8][CH2:9][CH2:10]2.[CH2:34]1[O:35][CH2:36][CH2:37][O:38][CH2:39]1.[CH:25]([N:26]([CH2:27][CH3:28])[CH:29]([CH3:30])[CH3:31])([CH3:32])[CH3:33].[Cl:18][c:19]1[n:20][cH:21][cH:22][cH:23][n:24]1>>[CH2:1]1[N:2]([C:11](=[O:12])[O:13][C:14]([CH3:15])([CH3:16])[CH3:17])[CH2:3][CH2:4][C:5]12[CH2:6][CH2:7][N:8]([c:19]1[n:20][cH:21][cH:22][cH:23][n:24]1)[CH2:9][CH2:10]2. Starting materials: C(C)(C)(C)OC(=O)N1C[C@@H]2[C@@H](N(C=3C(=CC(=CC23)Br)C#N)C)CC1 ((4aS,9bR)-8-bromo-6-cyano-5-methyl-1,3,4,4a,5,9b-hexahydro-pyrido[4,3-b]indole-2-carboxylic acid tert-butyl ester), [Br-].FC1=C(C[Zn+])C=CC(=C1)F (2,4-difluoro-benzylzinc bromide). Reagents/catalysts: C=1C=CC(=CC1)[P](C=2C=CC=CC2)(C=3C=CC=CC3)[Pd]([P](C=4C=CC=CC4)(C=5C=CC=CC5)C=6C=CC=CC6)([P](C=7C=CC=CC7)(C=8C=CC=CC8)C=9C=CC=CC9)[P](C=1C=CC=CC1)(C=1C=CC=CC1)C=1C=CC=CC1 (Pd(PPh3)4). Yields the product FC1=C(CC=2C=C3[C@H]4[C@@H](N(C3=C(C2)C#N)C)CCNC4)C=CC(=C1)F ((4aS,9bR)-8-(2,4-difluoro-benzyl)-5-methyl-2,3,4,4a,5,9b-hexahydro-1H-pyrido[4,3-b]indole-6-carbonitrile). Reaction SMILES: C(OC([N:8]1[CH2:24][CH2:23][C@@H:11]2[N:12]([CH3:22])[C:13]3[C:14]([C:20]#[N:21])=[CH:15][C:16](Br)=[CH:17][C:18]=3[C@@H:10]2[CH2:9]1)=O)(C)(C)C.[Br-].[F:26][C:27]1[CH:34]=[C:33]([F:35])[CH:32]=[CH:31][C:28]=1[CH2:29][Zn+]>C1C=CC([P]([Pd]([P](C2C=CC=CC=2)(C2C=CC=CC=2)C2C=CC=CC=2)([P](C2C=CC=CC=2)(C2C=CC=CC=2)C2C=CC=CC=2)[P](C2C=CC=CC=2)(C2C=CC=CC=2)C2C=CC=CC=2)(C2C=CC=CC=2)C2C=CC=CC=2)=CC=1>[F:26][C:27]1[CH:34]=[C:33]([F:35])[CH:32]=[CH:31][C:28]=1[CH2:29][C:16]1[CH:17]=[C:18]2[C:13](=[C:14]([C:20]#[N:21])[CH:15]=1)[N:12]([CH3:22])[C@H:11]1[CH2:23][CH2:24][NH:8][CH2:9][C@@H:10]21 |f:1.2,^1:39,41,60,79|. Procedure: Following the general procedure for Example 127–146, the title compound was prepared (20 mg, 59%) as a light yellow oil using (4aS,9bR)-8-bromo-6-cyano-5-methyl-1,3,4,4a,5,9b-hexahydro-pyrido[4,3-b]indole-2-carboxylic acid tert-butyl ester (Example 158, 40 mg, 0.10 mmol), 2,4-difluoro-benzylzinc bromide (0.5 M in THF, 2.5 mole equivalent) and Pd(PPh3)4 (0.06 mole equivalent).: MS (ESI): 340 (base, M+H). Reaction conditions: time 2 hour. Isolated yield 100.0%. The reactants are N1(CCOCC1)C1=C2N=C(N(C2=NC(=N1)C=1C=NC(=NC1)NC(OC(C)(C)C)=O)CC(F)(F)F)N1CCNCC1 (tert-Butyl {5-[6-morpholin-4-yl-8-piperazin-1-yl-9-(2,2,2-trifluoroethyl)-9H-purin-2-yl]pyrimidin-2-yl}carbamate), FC(C(=O)O)(F)F (trifluoroacetic acid). The product is FC(C(=O)O)(F)F.N1(CCOCC1)C1=C2N=C(N(C2=NC(=N1)C=1C=NC(=NC1)N)CC(F)(F)F)N1CCNCC1 (5-[6-Morpholin-4-yl-8-piperazin-1-yl-9-(2,2,2-trifluoroethyl)-9H-purin-2-yl]pyrimidin-2-amine trifluoroacetate). Reaction SMILES: [N:1]1([C:7]2[N:15]=[C:14]([C:16]3[CH:17]=[N:18][C:19]([NH:22]C(=O)OC(C)(C)C)=[N:20][CH:21]=3)[N:13]=[C:12]3[C:8]=2[N:9]=[C:10]([N:35]2[CH2:40][CH2:39][NH:38][CH2:37][CH2:36]2)[N:11]3[CH2:30][C:31]([F:34])([F:33])[F:32])[CH2:6][CH2:5][O:4][CH2:3][CH2:2]1.[F:41][C:42]([F:47])([F:46])[C:43]([OH:45])=[O:44]>C(Cl)Cl>[F:41][C:42]([F:47])([F:46])[C:43]([OH:45])=[O:44].[N:1]1([C:7]2[N:15]=[C:14]([C:16]3[CH:17]=[N:18][C:19]([NH2:22])=[N:20][CH:21]=3)[N:13]=[C:12]3[C:8]=2[N:9]=[C:10]([N:35]2[CH2:36][CH2:37][NH:38][CH2:39][CH2:40]2)[N:11]3[CH2:30][C:31]([F:32])([F:34])[F:33])[CH2:6][CH2:5][O:4][CH2:3][CH2:2]1 |f:3.4|. Procedure: tert-Butyl {5-[6-morpholin-4-yl-8-piperazin-1-yl-9-(2,2,2-trifluoroethyl)-9H-purin-2-yl]pyrimidin-2-yl}carbamate (1.18 g, 2.09 mmol) was dissolved in methylene chloride (10 ml) followed by the addition of trifluoroacetic acid (10 ml) with ice cooling and the resulting mixture was stirred at room temperature for 2 hours. The solvent was evaporated under reduced pressure followed by the addition of toluene and evaporated again under reduced pressure to give the title compound (1.5 g, 100%) as a ye... The solvent is C(Cl)Cl (methylene chloride). Starting materials: C(C)(C)(C)OC(=O)[C@@]12C(C(N(C1)[C@H](C)C1=CC=CC=C1)=O)C(OC2)O ((3aS)-1-hydroxy-6-oxo-5-[(R)-1-phenylethyl]tetrahydrofuro[3,4-c]pyrrole-3a-carboxylic acid tert-butyl ester), [BH4-].[Na+] (sodium borohydride). Run in O1CCCC1 (tetrahydrofuran), C(C)O (ethanol). Reaction conditions: time 5.5 hour. Product: C(C)(C)(C)OC(=O)[C@@]1(CN(C(C1CO)=O)[C@H](C)C1=CC=CC=C1)CO ((3S)-3,4-Bis(hydroxymethyl)-5-oxo-1-[(R)-1-phenylethyl]pyrrolidine-3-carboxylic acid tert-butyl ester). The yield is 43.4%. Reaction SMILES: [C:1]([O:5][C:6]([C@@:8]12[CH2:24][O:23][CH:22]([OH:25])[CH:9]1[C:10](=[O:21])[N:11]([C@@H:13]([C:15]1[CH:20]=[CH:19][CH:18]=[CH:17][CH:16]=1)[CH3:14])[CH2:12]2)=[O:7])([CH3:4])([CH3:3])[CH3:2].[BH4-].[Na+]>O1CCCC1.C(O)C>[C:1]([O:5][C:6]([C@@:8]1([CH2:24][OH:23])[CH:9]([CH2:22][OH:25])[C:10](=[O:21])[N:11]([C@@H:13]([C:15]2[CH:16]=[CH:17][CH:18]=[CH:19][CH:20]=2)[CH3:14])[CH2:12]1)=[O:7])([CH3:4])([CH3:2])[CH3:3] |f:1.2|. Procedure details: To a cooled solution (−20° C.) of (3aS)-1-hydroxy-6-oxo-5-[(R)-1-phenylethyl]tetrahydrofuro[3,4-c]pyrrole-3a-carboxylic acid tert-butyl ester (350 mg, 1.01 mmol) in tetrahydrofuran and ethanol (10 mL; 4:1), sodium borohydride (38.0 mg, 1.00 mmol) was added portionwise, and the mixture was stirred at the same temperature for 5.5 h. The reaction mixture was concentrated in vacuo and taken up in AcOEt and water. The layers were separated and the aqueous layer extracted with AcOEt. The combined extr... The reactants are C(C)(C)(C)N1N=C(C=C1NC1=NN(C(C2=CC=CC=C12)=O)C1=CC=C(C=C1)N1CCCCC1)C (4-(2-tert-Butyl-5-methyl-2H-pyrazol-3-ylamino)-2-(4-piperidin-1-yl-phenyl)-2H-phthalazin-1-one), raw product. The solvent is C(=O)O (formic acid), ClCCl (dichloromethane). Conditions: temperature 95 celsius. Yields the product CC=1C=C(NN1)NC1=NN(C(C2=CC=CC=C12)=O)C1=CC=C(C=C1)N1CCCCC1 (4-(5-Methyl-2H-pyrazol-3-ylamino)-2-(4-piperidin-1-yl-phenyl)-2H-phthalazin-1-one). The yield is 57.6%. As a reaction SMILES: C([N:5]1[C:9]([NH:10][C:11]2[C:20]3[C:15](=[CH:16][CH:17]=[CH:18][CH:19]=3)[C:14](=[O:21])[N:13]([C:22]3[CH:27]=[CH:26][C:25]([N:28]4[CH2:33][CH2:32][CH2:31][CH2:30][CH2:29]4)=[CH:24][CH:23]=3)[N:12]=2)=[CH:8][C:7]([CH3:34])=[N:6]1)(C)(C)C>C(O)=O.ClCCl>[CH3:34][C:7]1[CH:8]=[C:9]([NH:10][C:11]2[C:20]3[C:15](=[CH:16][CH:17]=[CH:18][CH:19]=3)[C:14](=[O:21])[N:13]([C:22]3[CH:27]=[CH:26][C:25]([N:28]4[CH2:33][CH2:32][CH2:31][CH2:30][CH2:29]4)=[CH:24][CH:23]=3)[N:12]=2)[NH:5][N:6]=1. Procedure details: 4-(2-tert-Butyl-5-methyl-2H-pyrazol-3-ylamino)-2-(4-piperidin-1-yl-phenyl)-2H-phthalazin-1-one (0.012 g, 0.026 mmol) was dissolved in formic acid (1 ml) and heated at 95° C. for 4 h. The resulting raw product was dissolved in dichloromethane, after evaporation of formic acid. Extraction with a saturated aqueous NaHCO3 solution, combining of the organic phases, evaporation of the solvent in vacuum and purification by chromatography over silica gel with dichloromethane:MeOH (20:1) yielded the titl... Starting materials: O (Water), [OH-].[Na+] (sodium hydroxide), O (water), O1C(OCC1)C1=CC=C(C#N)C=C1 (4-[1,3]Dioxolan-2-yl-benzonitrile), Example 119, [H-].[Al+3].[Li+].[H-].[H-].[H-] (lithium aluminum hydride). Run in O1CCCC1 (tetrahydrofuran). Conditions: time 8 hour. The product is O1C(OCC1)C1=CC=C(CN)C=C1 (4-[1,3]Dioxolan-2-yl-benzylamine). RXN SMILES: [O:1]1[CH2:5][CH2:4][O:3][CH:2]1[C:6]1[CH:13]=[CH:12][C:9]([C:10]#[N:11])=[CH:8][CH:7]=1.[H-].[Al+3].[Li+].[H-].[H-].[H-].O.[OH-].[Na+]>O1CCCC1>[O:1]1[CH2:5][CH2:4][O:3][CH:2]1[C:6]1[CH:7]=[CH:8][C:9]([CH2:10][NH2:11])=[CH:12][CH:13]=1 |f:1.2.3.4.5.6,8.9|. Procedure: 4-[1,3]Dioxolan-2-yl-benzonitrile described in Preparation Example 119 (3.78 g, 21.6 mmol) was dissolved in tetrahydrofuran (76 mL), lithium aluminum hydride (4.09 g, 108 mmol) was added at 0° C., and the solution was stirred overnight at room temperature. Water (4.09 mL), an aqueous solution of 5N sodium hydroxide (4.09 mL) and water (12.3 mL) were sequentially added to the reaction solution. The reaction solution was filtered through Celite pad, then, the filtrate was evaporated in vacuo, and ... Reactants: CCOC(C)=O, ClCCl, ClCCl, Cc1cc(-c2ccccc2)n2nc(N)nc2n1, CCOC(C)=O, Cl, O=N[O-], [Na+], O. Yields the product Cc1cc(-c2ccccc2)n2nc(Cl)nc2n1. As a reaction SMILES: [C:33]([O:34][CH2:35][CH3:36])(=[O:37])[CH3:38].[CH2:28]([Cl:29])[Cl:30].[CH2:39]([Cl:40])[Cl:41].[CH3:1][c:2]1[n:3][c:4]2[n:5]([c:6](-[c:8]3[cH:9][cH:10][cH:11][cH:12][cH:13]3)[cH:7]1)[n:14][c:15]([NH2:17])[n:16]2.[CH3:22][CH2:23][O:24][C:25](=[O:26])[CH3:27].[ClH:31].[N:18]([O-:19])=[O:20].[Na+:21].[OH2:32]>>[CH3:1][c:2]1[n:3][c:4]2[n:5]([c:6](-[c:8]3[cH:9][cH:10][cH:11][cH:12][cH:13]3)[cH:7]1)[n:14][c:15]([Cl:29])[n:16]2.